Dataset: the Open Reaction Database (ORD), a public repository of structured organic reaction records. Task: describe an organic reaction: reactants, conditions, products, and yield Reactants: ClC1=CC=CC2=C1C(OCC=1N2C=NC1C(N)=NO)=O (7-Chloro-5,6-dihydro-6-oxo-4H-imidazo[1,5-a][4,1]benzoxazepine-3-amidoxime). The solvent is C(CCCCC)(=O)OC(CCCCC)=O (caproic anhydride). The product is ClC1=CC=CC2=C1C(OCC=1N2C=NC1C1=NOC(=N1)CCCCC)=O (7-Chloro-3-(5-pentyl-1,2,4-oxadiazol-3-yl)-5.6-dihydro-6-oxo-4H-imidazo[1,5-a][4,1]benzoxazepine). The yield is 122.6%. Reaction SMILES: [Cl:1][C:2]1[C:7]2[C:8](=[O:20])[O:9][CH2:10][C:11]3[N:12]([CH:13]=[N:14][C:15]=3[C:16](=[N:18][OH:19])[NH2:17])[C:6]=2[CH:5]=[CH:4][CH:3]=1>C(OC(=O)CCCCC)(=O)CCCCC>[Cl:1][C:2]1[C:7]2[C:8](=[O:20])[O:9][CH2:10][C:11]3[N:12]([CH:13]=[N:14][C:15]=3[C:16]3[N:17]=[C:6]([CH2:7][CH2:2][CH2:3][CH2:4][CH3:5])[O:19][N:18]=3)[C:6]=2[CH:5]=[CH:4][CH:3]=1. Procedure details: 7-Chloro-5,6-dihydro-6-oxo-4H-imidazo[1,5-a][4,1]benzoxazepine-3-amidoxime (2 g, 7 mmole) in caproic anhydride (8 ml) was heated at 150° C. for 30 minutes. The crude product in ethyl acetate:hexane (1:1) was chromatographed on silica to give the product (1.6 g, 63%), m.p. 110°-112° C.